Dataset: the Open Reaction Database (ORD), a public repository of structured organic reaction records. Task: describe an organic reaction: reactants, conditions, products, and yield Starting materials: C(C)(C)(C)OC(=O)C1(CCC=2N1C(C(=CN2)NC(=O)OCC2=CC=CC=C2)=O)C (3-benzyloxycarbonylamino-6-methyl-4-oxo-4,6,7,8-tetrahydro-pyrrolo[1,2-a]pyrimidine-6-carboxylic acid tert-butyl ester), C(C1=CC=CC=C1)OC(=O)NC1=CN=C2N(C1=O)[C@@H](CC2)C(=O)OC(C)(C)C (tert-butyl (S)-3-{[(benzyloxy)carbonyl]amino}-4-oxo-4,6,7,8-tetrahydropyrrolo[1,2-a]pyrimidine-6-carboxylate), C(C1=CC=CC=C1)Br (benzyl bromide). Product: C(C)(C)(C)OC(=O)C1(CCC=2N1C(C(=CN2)NC(=O)OCC2=CC=CC=C2)=O)CC2=CC=CC=C2 (6-benzyl-3-benzyloxycarbonylamino-4-oxo-4,6,7,8-tetrahydro-pyrrolo[1,2-a]pyrimidine-6-carboxylic acid tert-butyl ester). Yield: 55.0%. Reaction SMILES: [C:1]([O:5][C:6]([C:8]1([CH3:29])[N:12]2[C:13](=[O:28])[C:14]([NH:17][C:18]([O:20][CH2:21][C:22]3[CH:27]=[CH:26][CH:25]=[CH:24][CH:23]=3)=[O:19])=[CH:15][N:16]=[C:11]2[CH2:10][CH2:9]1)=[O:7])([CH3:4])([CH3:3])[CH3:2].C(OC(NC1C(=O)N2[C@H](C(OC(C)(C)C)=O)CCC2=NC=1)=O)[C:31]1[CH:36]=[CH:35][CH:34]=[CH:33][CH:32]=1.C(Br)C1C=CC=CC=1>>[C:1]([O:5][C:6]([C:8]1([CH2:29][C:31]2[CH:36]=[CH:35][CH:34]=[CH:33][CH:32]=2)[N:12]2[C:13](=[O:28])[C:14]([NH:17][C:18]([O:20][CH2:21][C:22]3[CH:27]=[CH:26][CH:25]=[CH:24][CH:23]=3)=[O:19])=[CH:15][N:16]=[C:11]2[CH2:10][CH2:9]1)=[O:7])([CH3:4])([CH3:2])[CH3:3]. Reported procedure: According to the procedure for the preparation of intermediate 19a, alkylation of intermediate 1g (250 mg, 0.649 mmol) with benzyl bromide afforded 170 mg (55%) of intermediate 21a. MS (ESI) 476.5 (M+H+), 498.5 (M+Na+). Starting materials: O=C1OCC2=C1C=CC(=C2)CCN2C(CNCC2)=O (1-[2-(1-Oxo-1,3-dihydro-2-benzofuran-5-yl)ethyl]piperazin-2-one), COC1=C(C#N)C=C(C=C1)CC=O (2-Methoxy-5-(2-oxoethyl)benzonitrile). The product is COC1=C(C#N)C=C(C=C1)CCN1CC(N(CC1)CCC1=CC2=C(C(OC2)=O)C=C1)=O (2-Methoxy-5-(2-{3-oxo-4-[2-(1-oxo-1,3-dihydro-2-benzofuran-5-yl)ethyl]piperazin-1-yl}ethyl)benzonitrile). Reaction SMILES: [O:1]=[C:2]1[C:6]2[CH:7]=[CH:8][C:9]([CH2:11][CH2:12][N:13]3[CH2:18][CH2:17][NH:16][CH2:15][C:14]3=[O:19])=[CH:10][C:5]=2[CH2:4][O:3]1.[CH3:20][O:21][C:22]1[CH:29]=[CH:28][C:27]([CH2:30][CH:31]=O)=[CH:26][C:23]=1[C:24]#[N:25]>>[CH3:20][O:21][C:22]1[CH:29]=[CH:28][C:27]([CH2:30][CH2:31][N:16]2[CH2:17][CH2:18][N:13]([CH2:12][CH2:11][C:9]3[CH:8]=[CH:7][C:6]4[C:2](=[O:1])[O:3][CH2:4][C:5]=4[CH:10]=3)[C:14](=[O:19])[CH2:15]2)=[CH:26][C:23]=1[C:24]#[N:25]. Procedure details: The title compound was prepared from 1-[2-(1-Oxo-1,3-dihydro-2-benzofuran-5-yl)ethyl]piperazin-2-one and 2-Methoxy-5-(2-oxoethyl)benzonitrile following essentially the same procedure as Example 6. The product was purified by mass-directed reverse phase HPLC (AcCN-Water with 0.1% TFA). LC-MS (IE, m/z): 420 [M+1]+. Reactants: O=C1CCCN1c1ccc(Br)cc1, CC(=O)[O-], Cl, [K+], O=C(NC1CN2CCC1CC2)c1cc2cccc(Br)c2s1, [Na+], [Na+], O=C([O-])[O-], CN(C)C=O. Yields the product Cl, O=C(NC1CN2CCC1CC2)c1cc2cccc(-c3ccc(N4CCCC4=O)cc3)c2s1. RXN SMILES: [Br:1][c:2]1[cH:3][cH:4][c:5]([N:8]2[C:9](=[O:13])[CH2:10][CH2:11][CH2:12]2)[cH:6][cH:7]1.[CH3:15][C:16](=[O:17])[O-:18].[ClH:19].[K+:14].[N:20]12[CH2:21][CH:22]([NH:28][C:29](=[O:30])[c:31]3[s:32][c:33]4[c:34]([cH:35]3)[cH:36][cH:37][cH:38][c:39]4[Br:40])[CH:23]([CH2:24][CH2:25]1)[CH2:26][CH2:27]2.[Na+:41].[Na+:42].[O-:43][C:44](=[O:45])[O-:46].[O:47]=[CH:48][N:49]([CH3:50])[CH3:51]>>[ClH:19].[c:2]1(-[c:39]2[c:33]3[s:32][c:31]([C:29]([NH:28][CH:22]4[CH2:21][N:20]5[CH2:25][CH2:24][CH:23]4[CH2:26][CH2:27]5)=[O:30])[cH:35][c:34]3[cH:36][cH:37][cH:38]2)[cH:3][cH:4][c:5]([N:8]2[C:9](=[O:13])[CH2:10][CH2:11][CH2:12]2)[cH:6][cH:7]1. Reactants: [BH4-], CCO, [Cl-], O=Cc1cc2cc(O)c(Cl)c(Cl)c2s1, [Na+], [Na+]. The product is OCc1cc2cc(O)c(Cl)c(Cl)c2s1. As a reaction SMILES: [BH4-:15].[CH3:19][CH2:20][OH:21].[Cl-:18].[Cl:1][c:2]1[c:3]([OH:14])[cH:4][c:5]2[c:6]([s:7][c:8]([CH:10]=[O:11])[cH:9]2)[c:12]1[Cl:13].[Na+:16].[Na+:17]>>[Cl:1][c:2]1[c:3]([OH:14])[cH:4][c:5]2[c:6]([s:7][c:8]([CH2:10][OH:11])[cH:9]2)[c:12]1[Cl:13]. Starting materials: ( C ), N[C@@H](CC(O)=O)C(=O)O (Asp), NCC(=O)O (Gly), N[C@@H](CCCCN)C(=O)O (Lys), NCC(=O)O (Gly), N[C@@H](CC1=CC=C(C=C1)O)C(=O)O (Tyr), N[C@@H](CC1=CC=C(C=C1)O)C(=O)O (Tyr), Amino acid, N[C@@H](CCCNC(N)=N)C(=O)O (Arg), N[C@@H](C(C)C)C(=O)O (Val). Run in CO (methanol). The product is N1[C@@H](CCCNC(N)=N)C(=O)N[C@@H](CCCCN)C(=O)N[C@@H](CC(O)=O)C(=O)N[C@@H](C(C)C)C(=O)N[C@@H](CC2=CC=C(C=C2)O)C(=O)NCC1=O (Cyclo-[Arg-Lys-Asp-Val-Tyr-Gly]). RXN SMILES: [NH2:1][C@H:2]([C:10]([OH:12])=O)[CH2:3][CH2:4][CH2:5][NH:6][C:7](=[NH:9])[NH2:8].[NH2:13][C@H:14]([C:20]([OH:22])=O)[CH2:15][CH2:16][CH2:17][CH2:18][NH2:19].[NH2:23][C@H:24]([C:29]([OH:31])=O)[CH2:25][C:26](=[O:28])[OH:27].[NH2:32][C@H:33]([C:37]([OH:39])=O)[CH:34]([CH3:36])[CH3:35].[NH2:40][C@H:41]([C:50]([OH:52])=O)[CH2:42][C:43]1[CH:48]=[CH:47][C:46]([OH:49])=[CH:45][CH:44]=1.[NH2:53][CH2:54][C:55](O)=[O:56]>CO>[NH:1]1[C:55](=[O:56])[CH2:54][NH:53][C:50](=[O:52])[C@H:41]([CH2:42][C:43]2[CH:44]=[CH:45][C:46]([OH:49])=[CH:47][CH:48]=2)[NH:40][C:37](=[O:39])[C@H:33]([CH:34]([CH3:36])[CH3:35])[NH:32][C:29](=[O:31])[C@H:24]([CH2:25][C:26](=[O:28])[OH:27])[NH:23][C:20](=[O:22])[C@H:14]([CH2:15][CH2:16][CH2:17][CH2:18][NH2:19])[NH:13][C:10](=[O:12])[C@@H:2]1[CH2:3][CH2:4][CH2:5][NH:6][C:7](=[NH:9])[NH2:8]. Procedure details: The crude cyclo[Arg(Tos)-Lys(Z)-Asp(OBzl)-Val-Tyr(Bzl)-Gly] (1 g) was cleaved with HF/anisole (20 ml; 9:1) at 0° C. for 1 h. The peptide resin mixture was washed with diethylether (3×20 ml). The peptide was extracted with 5 aqueous acetic acid (3×20 ml) and lyophilized. The crude material was chromatographed on a Sephadex SPC-25 column (60 cm×2.5 cm), equilibrated with 0.2M NH OAc, pH 5.25 at a flow rate of 85 ml/h with a fraction size of 10 ml. Fractions 130-153 were pooled and lyophilized to g...